Task: describe an organic reaction: reactants, conditions, products, and yield. Dataset: the Open Reaction Database (ORD), a public repository of structured organic reaction records The reactants are CCOCC (ether), BrCCCCCCCC(=O)O (8-bromooctanoic acid), C(C#C)O (propargyl alcohol), Cl (hydrochloric acid). The solvent is [OH-].[Na+] (NaOH), [OH-].[Na+] (NaOH). Reaction conditions: temperature 60 celsius. Yields the product C(=O)(O)CCCCCCCOCC#C (HOOC(CH2)7OCH2C≡CH). Yield: 124.2%. As a reaction SMILES: CCOCC.Br[CH2:7][CH2:8][CH2:9][CH2:10][CH2:11][CH2:12][CH2:13][C:14]([OH:16])=[O:15].[CH2:17]([OH:20])[C:18]#[CH:19].Cl>[OH-].[Na+]>[C:14]([CH2:13][CH2:12][CH2:11][CH2:10][CH2:9][CH2:8][CH2:7][O:20][CH2:17][C:18]#[CH:19])([OH:16])=[O:15] |f:4.5|. Procedure: An ether solution of 8-bromooctanoic acid (15.1 g, 65 mmol) was reacted with 325 mmol propargyl alcohol dissolved in aqueous NaOH solution containing 975 mmol NaOH. After heating at 60° C. for 24 hours, the reaction was stopped by neutralizing the base with hydrochloric acid. Ether extraction provided 16 g of opaque white liquid, which was further purified by distillation under reduced pressure (160°-163° C./0.075 mm Hg). The sample was analyzed with 1H-NMR in CDCl3, and the observed chemical sh...